From a dataset of the Open Reaction Database (ORD), a public repository of structured organic reaction records. describe an organic reaction: reactants, conditions, products, and yield Reactants: NC=1C=C(C=CC1)NC1=NC=C(C(=N1)NC1=CC2=C(C=C1)OCCO2)F (N2-(3-Aminophenyl)-N4-(3,4-ethylenedioxyphenyl)-5-fluoro-2,4-pyrimidinediamine), BrCCO (2-bromoethanol). Product: C1OC=2C=C(C=CC2OC1)NC1=NC(=NC=C1F)NC1=CC(=CC=C1)NCCO (N4-(3,4-ethylenedioxyphenyl)-N2-[3-(hydroxyethylamino)phenyl]-5-fluoro-2,4-pyrimidinediamine). Reaction SMILES: [NH2:1][C:2]1[CH:3]=[C:4]([NH:8][C:9]2[N:14]=[C:13]([NH:15][C:16]3[CH:21]=[CH:20][C:19]4[O:22][CH2:23][CH2:24][O:25][C:18]=4[CH:17]=3)[C:12]([F:26])=[CH:11][N:10]=2)[CH:5]=[CH:6][CH:7]=1.Br[CH2:28][CH2:29][OH:30]>>[CH2:24]1[CH2:23][O:22][C:19]2[CH:20]=[CH:21][C:16]([NH:15][C:13]3[C:12]([F:26])=[CH:11][N:10]=[C:9]([NH:8][C:4]4[CH:5]=[CH:6][CH:7]=[C:2]([NH:1][CH2:28][CH2:29][OH:30])[CH:3]=4)[N:14]=3)=[CH:17][C:18]=2[O:25]1. Reported procedure: N2-(3-Aminophenyl)-N4-(3,4-ethylenedioxyphenyl)-5-fluoro-2,4-pyrimidinediamine and 2-bromoethanol were reacted together to give N4-(3,4-ethylenedioxyphenyl)-N2-[3-(hydroxyethylamino)phenyl]-5-fluoro-2,4-pyrimidinediamine. LCMS: ret. time: 15.44 min.; purity: 98.6%; MS (m/e): 398.05 (MH+). Starting materials: C1CCOC1, C(=NC1CCCCC1)=NC1CCCCC1, Cl, O=C(O)C(Nc1ccc(F)cc1)c1ccccc1, OC1CN2CCC1CC2, On1nnc2ccccc21. Product: O=C(OC1CN2CCC1CC2)C(Nc1ccc(F)cc1)c1ccccc1. RXN SMILES: [CH2:54]1[O:55][CH2:56][CH2:57][CH2:58]1.[CH:39]1([N:40]=[C:41]=[N:42][CH:43]2[CH2:44][CH2:45][CH2:46][CH2:47][CH2:48]2)[CH2:49][CH2:50][CH2:51][CH2:52][CH2:53]1.[ClH:1].[F:2][c:3]1[cH:4][cH:5][c:6]([NH:9][CH:10]([C:11](=[O:12])[OH:13])[c:14]2[cH:15][cH:16][cH:17][cH:18][cH:19]2)[cH:7][cH:8]1.[N:20]12[CH2:21][CH:22]([OH:28])[CH:23]([CH2:24][CH2:25]1)[CH2:26][CH2:27]2.[OH:29][n:30]1[c:31]2[c:32]([cH:33][cH:34][cH:35][cH:36]2)[n:37][n:38]1>>[F:2][c:3]1[cH:4][cH:5][c:6]([NH:9][CH:10]([C:11](=[O:12])[O:13][CH:22]2[CH2:21][N:20]3[CH2:25][CH2:24][CH:23]2[CH2:26][CH2:27]3)[c:14]2[cH:15][cH:16][cH:17][cH:18][cH:19]2)[cH:7][cH:8]1. The product is BrC=1C=C(C(=O)OC)C=C(C1)O (methyl 3-bromo-5-hydroxybenzoate). Reactants: BrC=1C=C(C=C(C1)O)CC(=O)O ((3-bromo-5-hydroxyphenyl)acetic acid), C(C)(=O)Cl (acetyl chloride), CO (methanol). Procedure: The product from example 55 step (v) (3.24 g) was added to a preformed solution of methanol (200 ml) and acetyl chloride (20 ml) and stirred at RT overnight. The mixture was evaporated under reduced pressure to give an oil. The oil was purified by flash column chromatography (eluent 1:1 ether/isohexane) to give the subtitle compound (3.16 g). As a reaction SMILES: [Br:1][C:2]1[CH:3]=[C:4]([CH2:9]C(O)=O)[CH:5]=[C:6]([OH:8])[CH:7]=1.[C:13](Cl)(=[O:15])C.C[OH:18]>>[Br:1][C:2]1[CH:3]=[C:4]([CH:5]=[C:6]([OH:8])[CH:7]=1)[C:9]([O:15][CH3:13])=[O:18]. Reaction conditions: time 8 hour. Reactants: [OH-].[Na+] (sodium hydroxide), C(C)(S)S (ethanedithiol), [Cl-].[Al+3].[Cl-].[Cl-] (aluminium chloride), FC1=CC2=C(N=C(C3=C(N2)SC2=C3C=CC(=C2)OC)N2CCN(CC2)C)C=C1 (8-Fluoro-3-methoxy-12-(4-methylpiperazin-1-yl)-6H-[1]benzothieno[2,3-b][1,5]benzodiazepine). The solvent is O (Water), ClCCl (dichloromethane). Run at time 2 hour. The product is FC1=CC2=C(N=C(C3=C(N2)SC2=C3C=CC(=C2)O)N2CCN(CC2)C)C=C1 (8-fluoro-3-hydroxy-12-(4-methylpiperazin-1-yl)-6H-[1]benzothieno[2,3-b][1,5]benzodiazepine). Isolated yield 52.0%. As a reaction SMILES: [F:1][C:2]1[CH:28]=[CH:27][C:5]2[N:6]=[C:7]([N:20]3[CH2:25][CH2:24][N:23]([CH3:26])[CH2:22][CH2:21]3)[C:8]3[C:13]4[CH:14]=[CH:15][C:16]([O:18]C)=[CH:17][C:12]=4[S:11][C:9]=3[NH:10][C:4]=2[CH:3]=1.C(S)(S)C.[Cl-].[Al+3].[Cl-].[Cl-].[OH-].[Na+]>ClCCl.O>[F:1][C:2]1[CH:28]=[CH:27][C:5]2[N:6]=[C:7]([N:20]3[CH2:21][CH2:22][N:23]([CH3:26])[CH2:24][CH2:25]3)[C:8]3[C:13]4[CH:14]=[CH:15][C:16]([OH:18])=[CH:17][C:12]=4[S:11][C:9]=3[NH:10][C:4]=2[CH:3]=1 |f:2.3.4.5,6.7|. Procedure details: 8-Fluoro-3-methoxy-12-(4-methylpiperazin-1-yl)-6H-[1]benzothieno[2,3-b][1,5]benzodiazepine (500 mg) was dissolved in dichloromethane (15 ml) and ethanedithiol (2.10 ml) and aluminium chloride (2.51 g) were added. The mixture was stirred at room temperature for 2 hours. Water (50 ml) was added to the reaction mixture and 10% aqueous sodium hydroxide solution was added until it assumed alkaline. The mixture was extracted with chloroform, washed with water, washed with saturated aqeuous sodium chlo... Reactants: CC1=CC(=NO1)C=O (5-methylisoxazole-3-carbaldehyde), Cl (HCl), OC1=C(C=C(C=C1)C(C)=O)C (4′-hydroxy-3′-methylacetophenone), [OH-].[Na+] (NaOH). Solvent: CCO (EtOH), O (water). Reaction SMILES: [OH:1][C:2]1[CH:7]=[CH:6][C:5]([C:8](=[O:10])[CH3:9])=[CH:4][C:3]=1[CH3:11].[OH-].[Na+].[CH3:14][C:15]1[O:19][N:18]=[C:17]([CH:20]=O)[CH:16]=1.Cl>CCO.O>[OH:1][C:2]1[CH:7]=[CH:6][C:5]([C:8](=[O:10])/[CH:9]=[CH:20]/[C:17]2[CH:16]=[C:15]([CH3:14])[O:19][N:18]=2)=[CH:4][C:3]=1[CH3:11] |f:1.2|. Conditions: time 18 hour. The product is OC1=C(C=C(C=C1)C(\C=C\C1=NOC(=C1)C)=O)C ((E)-1-(4-hydroxy-3-methylphenyl)-3-(5-methylisoxazol-3-yl)prop-2-en-1-one). Procedure: To a mixture of commercially available 4′-hydroxy-3′-methylacetophenone (700 mg, 4.66 mmol) and NaOH (365 mg, 9.1 mmol) in 10 mL of absolute EtOH was added commercially available 5-methylisoxazole-3-carbaldehyde (518 mg, 4.66 mmol). The reaction mixture was stirred at room temperature for 18 hr. 5 mL of water was added and the reaction mixture was acidified with concentrated HCl to pH 5-6. The precipitate was filtered, washed with water and dried to give (E)-1-(4-hydroxy-3-methylphenyl)-3-(5-met... Reactants: N1(C=NC=C1)C[C@H](C1=CC=CC=C1)OC1=C(C=2CCCC(C2C=C1)=O)CSC1=C(C(=O)O)C=CC=C1 (2-{[(2-{[(1S)-2-(1H-imidazol-1-yl)-1-phenylethyl]oxy}-5-oxo-5,6,7,8-tetrahydro-1-naphthalenyl)methyl]sulfanyl} benzoic acid), NC(CO)CO (serinol). Yields the product OCC(CO)NC(C1=C(C=CC=C1)SCC1=C(C=CC=2C(CCCC12)=O)O[C@H](CN1C=NC=C1)C1=CC=CC=C1)=O (N-[2-Hydroxy-1-(hydroxymethyl)ethyl]-2-{[(2-{[(1S)-2-(1H-imidazol-1-yl)-1-phenylethyl]oxy}-5-oxo-5,6,7,8-tetrahydro-1-naphthalenyl)methyl]sulfanyl}benzamide). The yield is 52.5%. As a reaction SMILES: [N:1]1([CH2:6][C@@H:7]([O:14][C:15]2[CH:24]=[CH:23][C:22]3[C:21](=[O:25])[CH2:20][CH2:19][CH2:18][C:17]=3[C:16]=2[CH2:26][S:27][C:28]2[CH:36]=[CH:35][CH:34]=[CH:33][C:29]=2[C:30](O)=[O:31])[C:8]2[CH:13]=[CH:12][CH:11]=[CH:10][CH:9]=2)[CH:5]=[CH:4][N:3]=[CH:2]1.[NH2:37][CH:38]([CH2:41][OH:42])[CH2:39][OH:40]>>[OH:40][CH2:39][CH:38]([NH:37][C:30](=[O:31])[C:29]1[CH:33]=[CH:34][CH:35]=[CH:36][C:28]=1[S:27][CH2:26][C:16]1[C:17]2[CH2:18][CH2:19][CH2:20][C:21](=[O:25])[C:22]=2[CH:23]=[CH:24][C:15]=1[O:14][C@@H:7]([C:8]1[CH:9]=[CH:10][CH:11]=[CH:12][CH:13]=1)[CH2:6][N:1]1[CH:5]=[CH:4][N:3]=[CH:2]1)[CH2:41][OH:42]. Reported procedure: Using the method in Example 172, 2-{[(2-{[(1S)-2-(1H-imidazol-1-yl)-1-phenylethyl]oxy}-5-oxo-5,6,7,8-tetrahydro-1-naphthalenyl)methyl]sulfanyl} benzoic acid (50 mg, 0.10 mmol, 0.20M in DMF) and serinol (46 mg, 0.50 mmol, 1.0M in DMF) were combined (reaction time 3 days at room temperature) to give 30 mg of the desired compound: Low resolution mass spectrum (LC-MS, APCI) m/z 572 [M+H]+. Reactants: COC1=CC=C(C=C1)CCNC(CN)C1=CC(=C(C=C1)C)C (N1-[2-(4-methoxyphenyl)ethyl]-1-(3,4-dimethylphenyl)-1,2-ethanediamine), C(=O)(N1C=NC=C1)N1C=NC=C1 (1,1′-carbonyldiimidazole). The solvent is C(C)(=O)OCC (ethyl acetate), CN(C)C=O (DMF). Conditions: temperature 50 celsius, time 30 minute. Product: COC1=CC=C(C=C1)CCN1C(NCC1C1=CC(=C(C=C1)C)C)=O (1-[2-(4-methoxyphenyl)ethyl]-5-(3,4-dimethylphenyl)-2-imidazolidinone). The yield is 64.9%. Reaction SMILES: [CH3:1][O:2][C:3]1[CH:8]=[CH:7][C:6]([CH2:9][CH2:10][NH:11][CH:12]([C:15]2[CH:20]=[CH:19][C:18]([CH3:21])=[C:17]([CH3:22])[CH:16]=2)[CH2:13][NH2:14])=[CH:5][CH:4]=1.[C:23](N1C=CN=C1)(N1C=CN=C1)=[O:24]>CN(C=O)C.C(OCC)(=O)C>[CH3:1][O:2][C:3]1[CH:8]=[CH:7][C:6]([CH2:9][CH2:10][N:11]2[CH:12]([C:15]3[CH:20]=[CH:19][C:18]([CH3:21])=[C:17]([CH3:22])[CH:16]=3)[CH2:13][NH:14][C:23]2=[O:24])=[CH:5][CH:4]=1. Procedure details: To a solution of N1-[2-(4-methoxyphenyl)ethyl]-1-(3,4-dimethylphenyl)-1,2-ethanediamine (10.6 g, 0.0356 mol) in dry DMF (55 mL) is added 1,1′-carbonyldiimidazole (6.4 g, 0.0395 mol). The reaction is stirred at 50° C. for 30 minutes, cooled, diluted with ethyl acetate (300 mL), and washed with 0.5 N HCl and brine. The organic phase is dried (MgSO4), and concentrated. The residue is re-crystallized from ethyl acetate (70 mL) to afford 7.5 g (65% yield) of the desired compound. 1H NMR (CDCl3) δ 7.1... Starting materials: B, C1CCOC1, CC(C)Cn1ncc2cc(Oc3ccc(F)cc3)c(C(=O)NCCN(C)C)cc21. Yields the product CC(C)Cn1ncc2cc(Oc3ccc(F)cc3)c(C(=O)O)cc21, CN(C)CCN. As a reaction SMILES: [BH3:30].[CH2:31]1[CH2:34][CH2:33][CH2:32][O:35]1.[CH3:1][N:2]([CH2:3][CH2:4][NH:5][C:6](=[O:7])[c:8]1[c:9]([O:21][c:22]2[cH:23][cH:24][c:25]([F:28])[cH:26][cH:27]2)[cH:10][c:11]2[cH:12][n:13][n:14]([CH2:17][CH:18]([CH3:19])[CH3:20])[c:15]2[cH:16]1)[CH3:29]>>[C:6]([OH:7])([c:8]1[c:9]([O:21][c:22]2[cH:23][cH:24][c:25]([F:28])[cH:26][cH:27]2)[cH:10][c:11]2[cH:12][n:13][n:14]([CH2:17][CH:18]([CH3:19])[CH3:20])[c:15]2[cH:16]1)=[O:35].[CH3:1][N:2]([CH2:3][CH2:4][NH2:5])[CH3:29].